The task is: describe an organic reaction: reactants, conditions, products, and yield. This data is from the Open Reaction Database (ORD), a public repository of structured organic reaction records. The reactants are O=C(NC(Cc1ccccc1)C(=O)O)OCc1ccccc1, CC(C)(C)NC(=O)C1CCCCC1CC(O)C(N)Cc1ccccc1. Yields the product CC(C)(C)NC(=O)C1CCCCC1CC(O)C(Cc1ccccc1)NC(=O)C(Cc1ccccc1)NC(=O)OCc1ccccc1. Reaction SMILES: [CH2:1]([c:2]1[cH:3][cH:4][cH:5][cH:6][cH:7]1)[O:8][C:9](=[O:10])[NH:11][CH:12]([CH2:13][c:14]1[cH:15][cH:16][cH:17][cH:18][cH:19]1)[C:20](=[O:21])[OH:22].[NH2:23][CH:24]([CH:25]([CH2:26][CH:27]1[CH:28]([C:33](=[O:34])[NH:35][C:36]([CH3:37])([CH3:38])[CH3:39])[CH2:29][CH2:30][CH2:31][CH2:32]1)[OH:40])[CH2:41][c:42]1[cH:43][cH:44][cH:45][cH:46][cH:47]1>>[CH2:1]([c:2]1[cH:3][cH:4][cH:5][cH:6][cH:7]1)[O:8][C:9](=[O:10])[NH:11][CH:12]([CH2:13][c:14]1[cH:15][cH:16][cH:17][cH:18][cH:19]1)[C:20](=[O:22])[NH:23][CH:24]([CH:25]([CH2:26][CH:27]1[CH:28]([C:33](=[O:34])[NH:35][C:36]([CH3:37])([CH3:38])[CH3:39])[CH2:29][CH2:30][CH2:31][CH2:32]1)[OH:40])[CH2:41][c:42]1[cH:43][cH:44][cH:45][cH:46][cH:47]1. The reactants are C1(CCCC1)NC([C@@H](C(C)(C)O)NCC1=C2C(=NC=C1)N(C=C2C(=O)OC)C(=O)OC(C)(C)C)=O ((R)-1-tert-butyl 3-methyl 4-((1-(cyclopentylamino)-3-hydroxy-3-methyl-1-oxobutan-2-ylamino)methyl)-1H-pyrrolo[2,3-b]pyridine-1,3-dicarboxylate), [OH-].[Na+] (NaOH). Solvent: CO (MeOH). Conditions: temperature 53 celsius, time 16 hour. Yields the product C1(CCCC1)NC([C@@H](C(C)(C)O)NCC1=C2C(=NC=C1)NC=C2C(=O)O)=O ((R)-4-((1-(cyclopentylamino)-3-hydroxy-3-methyl-1-oxobutan-2-ylamino)methyl)-1H-pyrrolo[2,3-b]pyridine-3-carboxylic acid). RXN SMILES: [CH:1]1([NH:6][C:7](=[O:35])[C@H:8]([NH:13][CH2:14][C:15]2[CH:20]=[CH:19][N:18]=[C:17]3[N:21](C(OC(C)(C)C)=O)[CH:22]=[C:23]([C:24]([O:26]C)=[O:25])[C:16]=23)[C:9]([OH:12])([CH3:11])[CH3:10])[CH2:5][CH2:4][CH2:3][CH2:2]1.[OH-].[Na+]>CO>[CH:1]1([NH:6][C:7](=[O:35])[C@H:8]([NH:13][CH2:14][C:15]2[CH:20]=[CH:19][N:18]=[C:17]3[NH:21][CH:22]=[C:23]([C:24]([OH:26])=[O:25])[C:16]=23)[C:9]([OH:12])([CH3:11])[CH3:10])[CH2:2][CH2:3][CH2:4][CH2:5]1 |f:1.2|. Procedure details: To (R)-1-tert-butyl 3-methyl 4-((1-(cyclopentylamino)-3-hydroxy-3-methyl-1-oxobutan-2-ylamino)methyl)-1H-pyrrolo[2,3-b]pyridine-1,3-dicarboxylate was added MeOH (1 mL) and aqueous NaOH (12N, 2 mL). The reaction mixture was stirred at 53° C. for 16 h and the resulting product was purified via preparative mass trigger LC-MS (AcCN/H2O, 5-90%). The fractions were collected, concentrated, and dried in vacuo to afford the title compound. [M+H] calc'd for C19H26N4O4, 375; found, 374.5.